The task is: describe an organic reaction: reactants, conditions, products, and yield. This data is from the Open Reaction Database (ORD), a public repository of structured organic reaction records. The reactants are stannic chloride, [OH-].[NH4+] (ammonium hydroxide), C(C)OC(=O)C1C(NC2=C(C(=N1)C1=CC=CC=C1)C=C(C=C2)Cl)=O (7-chloro-1,3-dihydro-2-oxo-5-phenyl-2H-1,4-benzodiazepine-3-carboxylic acid ethyl ester), C1CO1 (ethylene oxide). Solvent: C(CCl)Cl (ethylene dichloride), C(CCl)Cl (ethylene dichloride). Product: C(C)OC(=O)C1C(NC2=C(C3(N1CCO3)C3=CC=CC=C3)C=C(C=C2)Cl)=O (10-chloro-11b-phenyl-2,3,5,11b-tetrahydrooxazolo[3,2-d][1,4]benzodiazepin-6(7H)-one-5-carboxylic acid ethyl ester). RXN SMILES: [CH2:1]([O:3][C:4]([CH:6]1[N:12]=[C:11]([C:13]2[CH:18]=[CH:17][CH:16]=[CH:15][CH:14]=2)[C:10]2[CH:19]=[C:20]([Cl:23])[CH:21]=[CH:22][C:9]=2[NH:8][C:7]1=[O:24])=[O:5])[CH3:2].[CH2:25]1[O:27][CH2:26]1.[OH-].[NH4+]>C(Cl)CCl>[CH2:1]([O:3][C:4]([CH:6]1[N:12]2[CH2:25][CH2:26][O:27][C:11]2([C:13]2[CH:18]=[CH:17][CH:16]=[CH:15][CH:14]=2)[C:10]2[CH:19]=[C:20]([Cl:23])[CH:21]=[CH:22][C:9]=2[NH:8][C:7]1=[O:24])=[O:5])[CH3:2] |f:2.3|. Procedure: To a solution of 3.1 g. (0.0118 M) of stannic chloride in 35 ml. of dry ethylene dichloride under nitrogen was added 1.5 g. (0.00438 M) of 7-chloro-1,3-dihydro-2-oxo-5-phenyl-2H-1,4-benzodiazepine-3-carboxylic acid ethyl ester. The reaction was stirred in an ice bath, when a solution of 1.0 g. (0.0233 M) of ethylene oxide in 5 ml. of ethylene dichloride was added. The mixture was stirred at room temperature for 3 hr. and them made basic with mixture of ammonium hydroxide and ice. The mixture was... The reactants are COC(=O)c1cnc(S)n1C1c2ccccc2CC1(C)C, O=N[O-], [Na+], [Na+], [OH-], O, O=[N+]([O-])O. Product: COC(=O)c1cncn1C1c2ccccc2CC1(C)C. RXN SMILES: [CH3:9][O:10][C:11](=[O:12])[c:13]1[cH:14][n:15][c:16]([SH:29])[n:17]1[CH:18]1[C:19]([CH3:27])([CH3:28])[CH2:20][c:21]2[cH:22][cH:23][cH:24][cH:25][c:26]21.[N:1]([O-:2])=[O:3].[Na+:31].[Na+:4].[OH-:30].[OH2:32].[OH:5][N+:6](=[O:7])[O-:8]>>[CH3:9][O:10][C:11](=[O:12])[c:13]1[cH:14][n:15][cH:16][n:17]1[CH:18]1[C:19]([CH3:27])([CH3:28])[CH2:20][c:21]2[cH:22][cH:23][cH:24][cH:25][c:26]21.